Dataset: the Open Reaction Database (ORD), a public repository of structured organic reaction records. Task: describe an organic reaction: reactants, conditions, products, and yield The reactants are C(C)(C)(C)OC(COC1=CC(=CC=C1)CN)=O ((3-aminomethyl-phenoxy)-acetic acid tert-butyl ester), N1=C(C=CC=C1)C1=CC=C(C=O)C=C1 (4-pyridin-2-yl-benzaldehyde). Solvent: C(C)N(CC)CC (triethylamine). The product is C(C)(C)(C)OC(COC1=CC(=CC=C1)CNCC1=CC=C(C=C1)C1=NC=CC=C1)=O ({3-[(4-Pyridin-2-yl-benzylamino)-methyl]-phenoxy}-acetic acid tert-butyl ester). Reaction SMILES: [C:1]([O:5][C:6](=[O:17])[CH2:7][O:8][C:9]1[CH:14]=[CH:13][CH:12]=[C:11]([CH2:15][NH2:16])[CH:10]=1)([CH3:4])([CH3:3])[CH3:2].[N:18]1[CH:23]=[CH:22][CH:21]=[CH:20][C:19]=1[C:24]1[CH:31]=[CH:30][C:27]([CH:28]=O)=[CH:26][CH:25]=1>C(N(CC)CC)C>[C:1]([O:5][C:6](=[O:17])[CH2:7][O:8][C:9]1[CH:14]=[CH:13][CH:12]=[C:11]([CH2:15][NH:16][CH2:28][C:27]2[CH:26]=[CH:25][C:24]([C:19]3[CH:20]=[CH:21][CH:22]=[CH:23][N:18]=3)=[CH:31][CH:30]=2)[CH:10]=1)([CH3:4])([CH3:2])[CH3:3]. Procedure details: The title compound of Step A was prepared from (3-aminomethyl-phenoxy)-acetic acid tert-butyl ester, of Preparation 20, and 4-pyridin-2-yl-benzaldehyde, of Preparation 22, using the method described in Example 3, Step A, except no triethylamine was used. 1H NMR (400 MHz, CDCl3) δ 8.67 (d, 1H), 7.94 (d, 2H), 7.72 (m, 2H), 7.44 (d, 2H), 7.22 (m, 2H), 6.95 (m, 2H), 6.78 (dd, 1H), 4.51 (s, 2H), 3.84 (s, 2H), 3.78 (s, 2H), 1.47 (s, 9H); MS 405 (M+1). Starting materials: BrCc1ccccc1, O=C([O-])[O-], CC(C)=O, [K+], [K+], COC(=O)C1CCCC1=O. Yields the product COC(=O)C1(Cc2ccccc2)CCCC1=O. RXN SMILES: [Br:17][CH2:18][c:19]1[cH:20][cH:21][cH:22][cH:23][cH:24]1.[C:1](=[O:2])([O-:3])[O-:4].[CH3:25][C:26](=[O:27])[CH3:28].[K+:5].[K+:6].[O:7]=[C:8]1[CH:9]([C:13](=[O:14])[O:15][CH3:16])[CH2:10][CH2:11][CH2:12]1>>[O:7]=[C:8]1[C:9]([C:13](=[O:14])[O:15][CH3:16])([CH2:18][c:19]2[cH:20][cH:21][cH:22][cH:23][cH:24]2)[CH2:10][CH2:11][CH2:12]1. Starting materials: O=C(O)C1Cc2c([nH]c3ccccc23)CN1, CCO, ClCc1ccc(Cl)c(Cl)c1, [K+], [OH-], S=C=S. The product is O=C(O)C1Cc2c([nH]c3ccccc23)CN1C(=S)SCc1ccc(Cl)c(Cl)c1. RXN SMILES: [CH2:1]1[NH:2][CH:3]([C:14](=[O:15])[OH:16])[CH2:4][c:5]2[c:6]3[cH:7][cH:8][cH:9][cH:10][c:11]3[nH:12][c:13]21.[CH3:19][CH2:20][OH:21].[Cl:22][c:23]1[cH:24][c:25]([CH2:26][Cl:27])[cH:28][cH:29][c:30]1[Cl:31].[K+:18].[OH-:17].[S:32]=[C:33]=[S:34]>>[CH2:1]1[N:2]([C:33](=[S:32])[S:34][CH2:26][c:25]2[cH:24][c:23]([Cl:22])[c:30]([Cl:31])[cH:29][cH:28]2)[CH:3]([C:14](=[O:15])[OH:16])[CH2:4][c:5]2[c:6]3[cH:7][cH:8][cH:9][cH:10][c:11]3[nH:12][c:13]21. Reactants: Fc1cncc(Br)c1, C1CCOC1, [Li]CCCC, CC=O, CC(C)NC(C)C. Product: CC(O)c1c(F)cncc1Br. Reaction SMILES: [Br:13][c:14]1[cH:15][n:16][cH:17][c:18]([F:20])[cH:19]1.[CH2:24]1[O:25][CH2:26][CH2:27][CH2:28]1.[CH3:1][CH2:2][CH2:3][CH2:4][Li:5].[CH:21]([CH3:22])=[O:23].[CH:6]([NH:7][CH:8]([CH3:9])[CH3:10])([CH3:11])[CH3:12]>>[Br:13][c:14]1[cH:15][n:16][cH:17][c:18]([F:20])[c:19]1[CH:21]([CH3:22])[OH:23].